From a dataset of the Open Reaction Database (ORD), a public repository of structured organic reaction records. describe an organic reaction: reactants, conditions, products, and yield The reactants are ClC=1C=C2OC=3C=C(C=CC3N3C2=C(C1)C(C(=C3)CC=3C=NC=CC3)=O)Cl (5,9-dichloro-2-(3-pyridylmethyl)-3H-pyrido[3,2,1-kl]phenoxazin-3-one), C(C1=CC=CC=C1)=O (benzaldehyde). Yields the product ClC=1C=C2OC=3C=C(C=CC3N3C2=C(C1)C(C(=C3)CC3=CC=CC=C3)=O)Cl (5,9-dichloro-2-benzyl-3H-pyrido[3,2,1-kl]phenoxazin-3-one). Isolated yield 81.0%. RXN SMILES: [Cl:1][C:2]1[CH:3]=[C:4]2[C:13]3=[C:14]([C:16](=[O:26])[C:17]([CH2:19][C:20]4[CH:21]=N[CH:23]=[CH:24][CH:25]=4)=[CH:18][N:12]3[C:11]3[CH:10]=[CH:9][C:8]([Cl:27])=[CH:7][C:6]=3[O:5]2)[CH:15]=1.[CH:28](=O)C1C=CC=CC=1>>[Cl:27][C:8]1[CH:7]=[C:6]2[C:11]3=[C:10]([C:16](=[O:26])[C:17]([CH2:19][C:20]4[CH:21]=[CH:28][CH:23]=[CH:24][CH:25]=4)=[CH:18][N:12]3[C:13]3[CH:14]=[CH:15][C:2]([Cl:1])=[CH:3][C:4]=3[O:5]2)[CH:9]=1. Procedure details: According to Example 1<step 4>, the compound (500 mg) produced in Example 1<step 3> was reacted with benzaldehyde (260 μl) to obtain the title compound (508 mg; 81%).